From a dataset of the Open Reaction Database (ORD), a public repository of structured organic reaction records. describe an organic reaction: reactants, conditions, products, and yield The reagents and catalysts are [Pd](Cl)Cl.C1(=CC=CC=C1)P(C1=CC=CC=C1)C1=CC=CC=C1.C1(=CC=CC=C1)P(C1=CC=CC=C1)C1=CC=CC=C1 (bis(triphenylphosphine) palladium(II) chloride). Reactants: C1(=CC=CC=C1)C (toluene), C([O-])([O-])=O.[Na+].[Na+] (sodium carbonate), COC(C1=CC=C(C=C1)I)=O (4-iodobenzoic acid methyl ester), N1=CC(=CC=C1)B(O)O (pyridine-3-boronic acid). Solvent: CO (methanol), C(C)(=O)OCC (ethyl acetate). Reported procedure: To a mixture of 1.18 g 4-iodobenzoic acid methyl ester, 830 mg pyridine-3-boronic acid, and 158 mg bis(triphenylphosphine) palladium(II) chloride was added solvent (18 mL toluene and 5 mL methanol) followed by 4.5 mL of 2M sodium carbonate and the mixture heated to 80° C. on an oil bath. After 16 hours the mixture was cooled to room temperature diluted with ethyl acetate and filtered through diatomaceous earth. The organic portion was washed sequentially with 1.25N sodium hydroxide and brine, dr... Yields the product COC(C1=CC=C(C=C1)C=1C=NC=CC1)=O (4-Pyridin-3-yl-benzoic acid methyl ester). As a reaction SMILES: [CH3:1][O:2][C:3](=[O:11])[C:4]1[CH:9]=[CH:8][C:7](I)=[CH:6][CH:5]=1.[N:12]1[CH:17]=[CH:16][CH:15]=[C:14](B(O)O)[CH:13]=1.C1(C)C=CC=CC=1.C(=O)([O-])[O-].[Na+].[Na+]>C(OCC)(=O)C.[Pd](Cl)Cl.C1(P(C2C=CC=CC=2)C2C=CC=CC=2)C=CC=CC=1.C1(P(C2C=CC=CC=2)C2C=CC=CC=2)C=CC=CC=1.CO>[CH3:1][O:2][C:3](=[O:11])[C:4]1[CH:9]=[CH:8][C:7]([C:14]2[CH:13]=[N:12][CH:17]=[CH:16][CH:15]=2)=[CH:6][CH:5]=1 |f:3.4.5,7.8.9|. Yield: 84.4%. Run at temperature 80 celsius. Starting materials: C(C)(=O)[O-].C(C)(C)(C)C1=CC=C(C=C1)[I+]C1=CC=C(C=C1)C(C)(C)C (bis(4-t-butylphenyl)iodonium acetate), C(C)OC=1C2=CC=CC=C2C(=C2C=CC(=CC12)S(=O)(=O)O)OCC (9,10-diethoxyanthracene-2-sulfonic acid), [K] (potassium). The product is C(C)OC=1C2=CC=CC=C2C(=C2C=CC(=CC12)S(=O)(=O)[O-])OCC.C(C)(C)(C)C1=CC=C(C=C1)[I+]C1=CC=C(C=C1)C(C)(C)C (bis(4-t-butylphenyl)iodonium 9,10-diethoxyanthracene-2-sulfonate). As a reaction SMILES: C([O-])(=O)C.[C:5]([C:9]1[CH:14]=[CH:13][C:12]([I+:15][C:16]2[CH:21]=[CH:20][C:19]([C:22]([CH3:25])([CH3:24])[CH3:23])=[CH:18][CH:17]=2)=[CH:11][CH:10]=1)([CH3:8])([CH3:7])[CH3:6].[CH2:26]([O:28][C:29]1[C:30]2[C:35]([C:36]([O:47][CH2:48][CH3:49])=[C:37]3[C:42]=1[CH:41]=[C:40]([S:43]([OH:46])(=[O:45])=[O:44])[CH:39]=[CH:38]3)=[CH:34][CH:33]=[CH:32][CH:31]=2)[CH3:27].[K]>>[CH2:26]([O:28][C:29]1[C:30]2[C:35]([C:36]([O:47][CH2:48][CH3:49])=[C:37]3[C:42]=1[CH:41]=[C:40]([S:43]([O-:46])(=[O:44])=[O:45])[CH:39]=[CH:38]3)=[CH:34][CH:33]=[CH:32][CH:31]=2)[CH3:27].[C:22]([C:19]1[CH:20]=[CH:21][C:16]([I+:15][C:12]2[CH:11]=[CH:10][C:9]([C:5]([CH3:8])([CH3:7])[CH3:6])=[CH:14][CH:13]=2)=[CH:17][CH:18]=1)([CH3:25])([CH3:24])[CH3:23] |f:0.1,4.5,^1:49|. Procedure details: Preparation of bis(4-t-butylphenyl)iodonium 9,10-diethoxyanthracene-2-sulfonate according to Formula 2 above wherein R3 and R4 are both t-butyl and OR5 and OR6 are both ethoxy is as follows. A slurry of 399 g potassium periodate (1.86 M) was prepared in a pre-made solution of 761 g (705 mL, 7.45 M) acetic anhydride in 500 g (577 mL, 3.725 M) of t-butylbenzene using mechanical stirring. While cooling with ice bath, 402 g (4.1 M) of concentrated H2SO4 was added slowly, maintaining the temperature ... Reactants: FC1=CC=C(C=C1)C=1NC=CC1C1=CC=C(C=C1)F (2,3-bis(4-fluorophenyl)-1H-pyrrole), O.FC(C=O)(F)F (trifluoroacetaldehyde hydrate). The solvent is C1(=CC=CC=C1)C (toluene). Product: FC1=CC=C(C=C1)C=1C=C(NC1C1=CC=C(C=C1)F)C(O)C(F)(F)F (4,5-Bis(4-fluorophenyl)-α-(trifluoromethyl)-1H-pyrrole-2-methanol). The yield is 53.8%. Reaction SMILES: [F:1][C:2]1[CH:7]=[CH:6][C:5]([C:8]2[NH:9][CH:10]=[CH:11][C:12]=2[C:13]2[CH:18]=[CH:17][C:16]([F:19])=[CH:15][CH:14]=2)=[CH:4][CH:3]=1.O.[F:21][C:22]([F:26])([F:25])[CH:23]=[O:24]>C1(C)C=CC=CC=1>[F:19][C:16]1[CH:17]=[CH:18][C:13]([C:12]2[CH:11]=[C:10]([CH:23]([C:22]([F:26])([F:25])[F:21])[OH:24])[NH:9][C:8]=2[C:5]2[CH:6]=[CH:7][C:2]([F:1])=[CH:3][CH:4]=2)=[CH:14][CH:15]=1 |f:1.2|. Procedure details: A mixture of 2.55 g (0.01 mole) of 2,3-bis(4-fluorophenyl)-1H-pyrrole and 1.3 g (0.011 mole) of trifluoroacetaldehyde hydrate in 75 ml toluene was heated at reflux for 3.5 hours. The mixture was concentrated on a rotary evaporator. The residue was purified by chromatography on silica gel to give 1.9 g of product, m.p. 121°-122°. Reactants: C=CCC1CC2=CC(=O)CCC2(C)C2CCC3(C)C(C(C)CCCC(C)C)CCC3C12, CCOC(C)=O, Cl[Rh](Cl)Cl, c1ccc(P(c2ccccc2)c2ccccc2)cc1. Product: CCCC1CC2=CC(=O)CCC2(C)C2CCC3(C)C(C(C)CCCC(C)C)CCC3C12. RXN SMILES: [CH2:1]([CH:2]=[CH2:3])[CH:4]1[CH:5]2[CH:6]3[CH2:7][CH2:8][CH:9]([CH:10]([CH2:11][CH2:12][CH2:13][CH:14]([CH3:15])[CH3:16])[CH3:17])[C:18]3([CH3:31])[CH2:19][CH2:20][CH:21]2[C:22]2([CH3:30])[CH2:23][CH2:24][C:25](=[O:29])[CH:26]=[C:27]2[CH2:28]1.[CH3:55][CH2:56][O:57][C:58]([CH3:59])=[O:60].[Rh:32]([Cl:33])([Cl:34])[Cl:35].[c:36]1([P:37]([c:38]2[cH:39][cH:40][cH:41][cH:42][cH:43]2)[c:44]2[cH:45][cH:46][cH:47][cH:48][cH:49]2)[cH:50][cH:51][cH:52][cH:53][cH:54]1>>[CH2:1]([CH2:2][CH3:3])[CH:4]1[CH:5]2[CH:6]3[CH2:7][CH2:8][CH:9]([CH:10]([CH2:11][CH2:12][CH2:13][CH:14]([CH3:15])[CH3:16])[CH3:17])[C:18]3([CH3:31])[CH2:19][CH2:20][CH:21]2[C:22]2([CH3:30])[CH2:23][CH2:24][C:25](=[O:29])[CH:26]=[C:27]2[CH2:28]1. The reactants are OC1=C(C2=CC=C(C=C2C=C1)S(N(CC)CC)(=O)=O)C=O (2-hydroxy-6-(N,N-diethylsulfamoyl)-1-naphthaldehyde), Cl.NO (hydroxylamine hydrochloride), C(C)(=O)[O-].[Na+] (sodium acetate). Yields the product COC1=C(C2=CC=C(C=C2C=C1)S(N(CC)CC)(=O)=O)C=NO (2-methoxy-6-(N,N-diethylsulfamoyl)-1-naphthaldoxime). As a reaction SMILES: [OH:1][C:2]1[CH:11]=[CH:10][C:9]2[C:4](=[CH:5][CH:6]=[C:7]([S:12](=[O:19])(=[O:18])[N:13]([CH2:16][CH3:17])[CH2:14][CH3:15])[CH:8]=2)[C:3]=1[CH:20]=O.Cl.[NH2:23][OH:24].[C:25]([O-])(=O)C.[Na+]>>[CH3:25][O:1][C:2]1[CH:11]=[CH:10][C:9]2[C:4](=[CH:5][CH:6]=[C:7]([S:12](=[O:18])(=[O:19])[N:13]([CH2:14][CH3:15])[CH2:16][CH3:17])[CH:8]=2)[C:3]=1[CH:20]=[N:23][OH:24] |f:1.2,3.4|. Procedure details: The 2-hydroxy-6-(N,N-diethylsulfamoyl)-1-naphthaldehyde thus-obtained was methylated and then reacted using hydroxylamine hydrochloride and sodium acetate in the same manner as described in Synthesis Example 2 to obtain 2-methoxy-6-(N,N-diethylsulfamoyl)-1-naphthaldoxime.